Dataset: the Open Reaction Database (ORD), a public repository of structured organic reaction records. Task: describe an organic reaction: reactants, conditions, products, and yield Reactants: CC=1C=C(C=C(C1)C)C=1NC2=CC=CC=C2C1CCN (2-[2-(3,5-dimethylphenyl)-1H-indol-3-yl]ethylamine), [N+](=O)([O-])C1=CC=C(C=C1)OC(NCCC1=CC=C(C=C1)OCC1=CC=CC=C1)=O ([2-(4-benzyloxyphenyl)-ethyl]-carbamic acid 4-nitrophenyl ester). Reaction conditions: time 24 hour. Product: C(C1=CC=CC=C1)OC1=CC=C(C=C1)CCNC(=O)NCCC1=C(NC2=CC=CC=C12)C1=CC(=CC(=C1)C)C (1-[2-(4-benzyloxyphenyl)ethyl]-3-{2-[2-(3,5-dimethylphenyl)-1H-indol-3-yl]ethyl}urea). Yield: 95.6%. As a reaction SMILES: [CH3:1][C:2]1[CH:3]=[C:4]([C:9]2[NH:10][C:11]3[C:16]([C:17]=2[CH2:18][CH2:19][NH2:20])=[CH:15][CH:14]=[CH:13][CH:12]=3)[CH:5]=[C:6]([CH3:8])[CH:7]=1.[N+](C1C=CC([O:30][C:31](=O)[NH:32][CH2:33][CH2:34][C:35]2[CH:40]=[CH:39][C:38]([O:41][CH2:42][C:43]3[CH:48]=[CH:47][CH:46]=[CH:45][CH:44]=3)=[CH:37][CH:36]=2)=CC=1)([O-])=O>>[CH2:42]([O:41][C:38]1[CH:37]=[CH:36][C:35]([CH2:34][CH2:33][NH:32][C:31]([NH:20][CH2:19][CH2:18][C:17]2[C:16]3[C:11](=[CH:12][CH:13]=[CH:14][CH:15]=3)[NH:10][C:9]=2[C:4]2[CH:5]=[C:6]([CH3:8])[CH:7]=[C:2]([CH3:1])[CH:3]=2)=[O:30])=[CH:40][CH:39]=1)[C:43]1[CH:44]=[CH:45][CH:46]=[CH:47][CH:48]=1. Procedure: To a solution of 2-[2-(3,5-dimethylphenyl)-1H-indol-3-yl]ethylamine (EXAMPLE 2 Step D, 39 mg in 1 mL dry methanol) was added 64 mg [2-(4-benzyloxyphenyl)-ethyl]-carbamic acid 4-nitrophenyl ester and the mixture stirred at room temperature. After 24 hours, the mixture was concentrated in vacuo and the residue re-solvated in ethyl acetate. This was washed with saturated aqueous potassium carbonate (3×) and brine, dried over sodium sulfate and purified by flash chromatography on silica gel (hexane:... The reactants are FC1=CC=C(CN2C(N(CC2)C=2C=C(C(=O)OC)C=CN2)=O)C=C1 (methyl 2-(3-(4-fluorobenzyl)-2-oxoimidazolidin-1-yl)isonicotinate), C1(CC1)CN1C(N(CC1)C=1C=C(C(=O)OC)C=CN1)=O (methyl 2-(3-(cyclopropylmethyl)-2-oxoimidazolidin-1-yl)isonicotinate), C(C1=CC=CC=C1)N (benzylamine). Procedure details: Following the procedure as described in Example 15, making variations as required to replace methyl 2-(3-(4-fluorobenzyl)-2-oxoimidazolidin-1-yl)isonicotinate with methyl 2-(3-(cyclopropylmethyl)-2-oxoimidazolidin-1-yl)isonicotinate to react with benzylamine, N-benzyl-2-(3-(cyclopropylmethyl)-2-oxoimidazolidin-1-yl)isonicotinamide was obtained as a colorless solid in 31% yield: mp 121-123° C.; 1H NMR (300 MHz, CDCl3) δ 8.54 (s, 1H), 8.36 (d, J=5.4 Hz, 1H), 7.40 (d, J=5.1 Hz, 1H), 7.32-7.24 (m, 5... RXN SMILES: FC1[CH:24]=[CH:23][C:5]([CH2:6][N:7]2[CH2:11][CH2:10][N:9]([C:12]3[CH:13]=[C:14]([CH:19]=[CH:20][N:21]=3)[C:15]([O:17]C)=O)[C:8]2=[O:22])=CC=1.C1(CN2CCN(C3C=C(C=CN=3)C(OC)=O)C2=O)CC1.[CH2:45]([NH2:52])[C:46]1[CH:51]=[CH:50][CH:49]=[CH:48][CH:47]=1>>[CH2:45]([NH:52][C:15](=[O:17])[C:14]1[CH:19]=[CH:20][N:21]=[C:12]([N:9]2[CH2:10][CH2:11][N:7]([CH2:6][CH:5]3[CH2:23][CH2:24]3)[C:8]2=[O:22])[CH:13]=1)[C:46]1[CH:51]=[CH:50][CH:49]=[CH:48][CH:47]=1. Isolated yield 31.0%. Yields the product C(C1=CC=CC=C1)NC(C1=CC(=NC=C1)N1C(N(CC1)CC1CC1)=O)=O (N-benzyl-2-(3-(cyclopropylmethyl)-2-oxoimidazolidin-1-yl)isonicotinamide). The reactants are C(C)(=O)O (acetic acid), C(C)(=O)OC1(C(C(=O)OCC)(F)F)[C@@H](OCC2=CC=CC=C2)[C@H](OCC2=CC=CC=C2)[C@H](O1)COC(C)=O (2-deoxy-2,2-difluoro-4,5-bis-O-(phenylmethyl)-D-arabino-3-heptulofuranosonic acid, ethyl ester diacetate), [O-]CC.[Na+] (sodium ethoxide). The solvent is C(C)O (ethanol), C(C)O (ethanol). Conditions: time 1.5 hour. The product is FC(C(=O)OCC)(C1(O)[C@@H](OCC2=CC=CC=C2)[C@H](OCC2=CC=CC=C2)[C@H](O1)CO)F (2-Deoxy-2,2-difluoro-4,5-bis-O-(phenylmethyl)-D-arabino-3-heptulofuranosonic acid, ethyl ester). Reaction SMILES: C([O:4][C:5]1([O:33][C@H:32]([CH2:34][O:35]C(=O)C)[C@@H:23]([O:24][CH2:25][C:26]2[CH:31]=[CH:30][CH:29]=[CH:28][CH:27]=2)[C@@H:14]1[O:15][CH2:16][C:17]1[CH:22]=[CH:21][CH:20]=[CH:19][CH:18]=1)[C:6]([F:13])([F:12])[C:7]([O:9][CH2:10][CH3:11])=[O:8])(=O)C.[O-]CC.[Na+].C(O)(=O)C>C(O)C>[F:13][C:6]([F:12])([C:5]1([O:33][C@H:32]([CH2:34][OH:35])[C@@H:23]([O:24][CH2:25][C:26]2[CH:31]=[CH:30][CH:29]=[CH:28][CH:27]=2)[C@@H:14]1[O:15][CH2:16][C:17]1[CH:22]=[CH:21][CH:20]=[CH:19][CH:18]=1)[OH:4])[C:7]([O:9][CH2:10][CH3:11])=[O:8] |f:1.2|. Reported procedure: To a stirred solution of 1.83 g of 2-deoxy-2,2-difluoro-4,5-bis-O-(phenylmethyl)-D-arabino-3-heptulofuranosonic acid, ethyl ester diacetate in 5.1 ml of ethanol was added 3.4 ml of 1.5M sodium ethoxide in ethanol at 25° C. After 1.5 hours, the mixture was treated with 0.61 ml of glacial acetic acid and partitioned with ether and water. The organic layer was washed with water, sodium bicarbonate solution, and brine, dried and concentrated. The residue was subjected to column chromatography on sil...